This data is from the Open Reaction Database (ORD), a public repository of structured organic reaction records. The task is: describe an organic reaction: reactants, conditions, products, and yield Procedure: To a solution of 5.2 g (37 mmol) of 2-chloro-6-methylaniline and 6.95 g (37.6 mmol) of 4-ethyl bromobenzene in 50 ml of toluene is added 6.5 g (68 mmol) sodium tert-butoxide, 180 mg (0.89 mmol) tri-tert-butylphosphine (dissolved in 2 ml of toluene) and 300 mg (0.52 mmol) of bis-dibenzylideneacetone palladium(0). The mixture is heated under nitrogen to 90° C. for 3 hours and then cooled to room temperature. Hyflo (1 g), water (30 ml) and cone, hydrochloric acid (10 ml) are added and after stirrin... RXN SMILES: [Cl:1][C:2]1[CH:8]=[CH:7][CH:6]=[C:5]([CH3:9])[C:3]=1[NH2:4].[CH2:10]([C:12]1[CH:17]=[CH:16][C:15](Br)=[CH:14][CH:13]=1)[CH3:11].CC(C)([O-])C.[Na+].Cl>C1(C)C=CC=CC=1.C(P(C(C)(C)C)C(C)(C)C)(C)(C)C.O>[Cl:1][C:2]1[CH:8]=[CH:7][CH:6]=[C:5]([CH3:9])[C:3]=1[NH:4][C:15]1[CH:16]=[CH:17][C:12]([CH2:10][CH3:11])=[CH:13][CH:14]=1 |f:2.3|. Reagents/catalysts: C(C)(C)(C)P(C(C)(C)C)C(C)(C)C (tri-tert-butylphosphine). Conditions: temperature 90 celsius, time 30 minute. Isolated yield 58.4%. Run in C1(=CC=CC=C1)C (toluene), O (water). The reactants are ClC1=C(N)C(=CC=C1)C (2-chloro-6-methylaniline), C(C)C1=CC=C(C=C1)Br (4-ethyl bromobenzene), CC(C)([O-])C.[Na+] (sodium tert-butoxide), bis-dibenzylideneacetone palladium(0), Cl (hydrochloric acid). Product: ClC1=C(C(=CC=C1)C)NC1=CC=C(C=C1)CC (N-(2′-chloro-6′-methylphenyl)-4-ethylaniline). Procedure details: 1.35 g (25 mmol) of sodium methoxide was dissolved in 20 ml of anhydrous methanol. To this solution was added, with ice-cooled, 2.02 g (5 mmols) of 1,4-dihydro-2,6-dimethyl-4-(3-nitrophenyl)-5-(4-pyridyl)pyridine-3-carboxylate. The reaction mixture was stirred at room temperature for 5 hours and neutralized with acetic acid. To this reaction mixture was added 400 ml of water. Crystals were separated from the reaction mixture, which were collected, washed with water and dried under reduced pressu... Yields the product CC=1NC(=C(C(C1C(=O)O)C1=CC(=CC=C1)[N+](=O)[O-])C1=CC=NC=C1)C (1,4-dihyro-2,6-dimethyl-4-(3-nitrophenyl)-5-(4-pyridyl)pyridine-3-carboxylic acid). Run in CO (methanol). Conditions: time 5 hour. As a reaction SMILES: C[O-].[Na+].[CH3:4][C:5]1[NH:6][C:7]([CH3:29])=[C:8]([C:23]2[CH:28]=[CH:27][N:26]=[CH:25][CH:24]=2)[CH:9]([C:14]2[CH:19]=[CH:18][CH:17]=[C:16]([N+:20]([O-:22])=[O:21])[CH:15]=2)[C:10]=1[C:11]([O-:13])=[O:12].C(O)(=O)C.O>CO>[CH3:4][C:5]1[NH:6][C:7]([CH3:29])=[C:8]([C:23]2[CH:24]=[CH:25][N:26]=[CH:27][CH:28]=2)[CH:9]([C:14]2[CH:19]=[CH:18][CH:17]=[C:16]([N+:20]([O-:22])=[O:21])[CH:15]=2)[C:10]=1[C:11]([OH:13])=[O:12] |f:0.1|. Starting materials: O (water), C[O-].[Na+] (sodium methoxide), C(C)(=O)O (acetic acid), CC=1NC(=C(C(C1C(=O)[O-])C1=CC(=CC=C1)[N+](=O)[O-])C1=CC=NC=C1)C (1,4-dihydro-2,6-dimethyl-4-(3-nitrophenyl)-5-(4-pyridyl)pyridine-3-carboxylate). Starting materials: NC(C(O)C1=CC=C(C=C1)OC1=CC=CC=C1)CC1=CC=C(C=C1)C(F)(F)F ((1RS,2SR)-2-amino-1-(4-phenoxyphenyl)-3-(4-(trifluoromethyl)phenyl)-1-propanol), C=1(C=CC=C2C1C=CCCC2)C(=O)O (6,7-dihydro-5H-benzo[a]cycloheptene-1-carboxylic acid), Cl.C(C)N=C=NCCCN(C)C (1-ethyl-3-(3-dimethylaminopropyl)carbodiimide hydrochloride), ON1N=NC2=C1C=CC=C2 (1-hydroxy-1H-benzotriazole). The solvent is O (water), C(C)#N (acetonitrile). Conditions: time 8 hour. Yields the product OC(C(CC1=CC=C(C=C1)C(F)(F)F)NC(=O)C=1C=CC=C2C1C=CCCC2)C2=CC=C(C=C2)OC2=CC=CC=C2 (N-((1RS,2SR)-2-hydroxy-2-(4-phenoxyphenyl)-1-((4-(trifluoromethyl)phenyl)methyl)ethyl)-6,7-dihydro-5H-benzo[a]cycloheptene-1-carboxamide). Yield: 90.7%. RXN SMILES: [NH2:1][CH:2]([CH2:18][C:19]1[CH:24]=[CH:23][C:22]([C:25]([F:28])([F:27])[F:26])=[CH:21][CH:20]=1)[CH:3]([C:5]1[CH:10]=[CH:9][C:8]([O:11][C:12]2[CH:17]=[CH:16][CH:15]=[CH:14][CH:13]=2)=[CH:7][CH:6]=1)[OH:4].[C:29]1([C:40](O)=[O:41])[CH:30]=[CH:31][CH:32]=[C:33]2[CH2:39][CH2:38][CH2:37][CH:36]=[CH:35][C:34]=12.Cl.C(N=C=NCCCN(C)C)C.ON1C2C=CC=CC=2N=N1>C(#N)C.O>[OH:4][CH:3]([C:5]1[CH:6]=[CH:7][C:8]([O:11][C:12]2[CH:17]=[CH:16][CH:15]=[CH:14][CH:13]=2)=[CH:9][CH:10]=1)[CH:2]([NH:1][C:40]([C:29]1[CH:30]=[CH:31][CH:32]=[C:33]2[CH2:39][CH2:38][CH2:37][CH:36]=[CH:35][C:34]=12)=[O:41])[CH2:18][C:19]1[CH:20]=[CH:21][C:22]([C:25]([F:26])([F:27])[F:28])=[CH:23][CH:24]=1 |f:2.3|. Procedure: To a solution of (1RS,2SR)-2-amino-1-(4-phenoxyphenyl)-3-(4-(trifluoromethyl)phenyl)-1-propanol (206 mg, 0.53 mmol) in acetonitrile (20 ml) were added 6,7-dihydro-5H-benzo[a]cycloheptene-1-carboxylic acid (100 mg, 0.53 mmol), 1-ethyl-3-(3-dimethylaminopropyl)carbodiimide hydrochloride (153 mg, 0.80 mmol) and 1-hydroxy-1H-benzotriazole (81 mg, 0.53 mmol), and the mixture was stirred overnight at room temperature. The reaction solution was diluted with water (100 ml) and extracted with ethyl aceta... Reactants: BrC1=CC(=C(C=C1)C(C(C(F)(F)F)(O)C=1C=CC(N(C1)C)=O)C)Cl (5-[2-(4-Bromo-2-chloro-phenyl)-1-hydroxy-1-trifluoromethyl-propyl]-1-methyl-1H-pyridin-2-one), C(#N)CC1=CC=C(C=C1)B(O)O (4-cyanomethylphenylboronic acid). Product: ClC=1C=C(C=CC1C(C(C(F)(F)F)(C1=CN(C(C=C1)=O)C)O)C)C1=CC=C(C=C1)CC#N ({3′-Chloro-4′-[3,3,3-trifluoro-2-hydroxy-1-methyl-2-(1-methyl-6-oxo-1,6-dihydro-pyridin-3-yl)-propyl]-biphenyl-4-yl}-acetonitrile). As a reaction SMILES: Br[C:2]1[CH:7]=[CH:6][C:5]([CH:8]([CH3:23])[C:9]([C:15]2[CH:16]=[CH:17][C:18](=[O:22])[N:19]([CH3:21])[CH:20]=2)([OH:14])[C:10]([F:13])([F:12])[F:11])=[C:4]([Cl:24])[CH:3]=1.[C:25]([CH2:27][C:28]1[CH:33]=[CH:32][C:31](B(O)O)=[CH:30][CH:29]=1)#[N:26]>>[Cl:24][C:4]1[CH:3]=[C:2]([C:31]2[CH:32]=[CH:33][C:28]([CH2:27][C:25]#[N:26])=[CH:29][CH:30]=2)[CH:7]=[CH:6][C:5]=1[CH:8]([CH3:23])[C:9]([OH:14])([C:15]1[CH:16]=[CH:17][C:18](=[O:22])[N:19]([CH3:21])[CH:20]=1)[C:10]([F:13])([F:12])[F:11]. Reported procedure: In analogy to Example 150, step 2, 5-[2-(4-bromo-2-chloro-phenyl)-1-hydroxy-1-trifluoromethyl-propyl]-1-methyl-1H-pyridin-2-one (Example 165, step 3) was reacted with 4-cyanomethylphenylboronic acid to give the title compound as an off-white solid. MS (m/e)=461.3 [M+H+].